This data is from the Open Reaction Database (ORD), a public repository of structured organic reaction records. The task is: describe an organic reaction: reactants, conditions, products, and yield The reactants are C(CCl)Cl (EDC), intermediate 56, ON1N=NC2=C1N=CC=C2 (1-hydroxy-7-azabenzotriazole), C1(CC1)C=1C=C(C2=C(N1)N(N=C2C)C(C)(C)C)C(=O)O (6-cyclopropyl-1-(1,1-dimethylethyl)-3-methyl-1H-pyrazolo[3,4-b]pyridine-4-carboxylic acid), NCC=1C(NC(=CC1C)C)=O (3-(aminomethyl)-4,6-dimethyl-2(1H)-pyridinone), CN1CCOCC1 (N-methylmorpholine). Run in CS(=O)C (DMSO). Yields the product C1(CC1)C=1C=C(C2=C(N1)N(N=C2C)C(C)(C)C)C(=O)NCC=2C(NC(=CC2C)C)=O (6-Cyclopropyl-1-(1,1-dimethylethyl)-N-[(4,6-dimethyl-2-oxo-1,2-dihydro-3-pyridinyl)methyl]-3-methyl-1H-pyrazolo[3,4-b]pyridine-4-carboxamide). Reaction SMILES: [CH:1]1([C:4]2[CH:5]=[C:6]([C:18](O)=[O:19])[C:7]3[C:12]([CH3:13])=[N:11][N:10]([C:14]([CH3:17])([CH3:16])[CH3:15])[C:8]=3[N:9]=2)[CH2:3][CH2:2]1.[NH2:21][CH2:22][C:23]1[C:24](=[O:31])[NH:25][C:26]([CH3:30])=[CH:27][C:28]=1[CH3:29].ON1C2N=CC=CC=2N=N1.C(Cl)CCl.CN1CCOCC1>CS(C)=O>[CH:1]1([C:4]2[CH:5]=[C:6]([C:18]([NH:21][CH2:22][C:23]3[C:24](=[O:31])[NH:25][C:26]([CH3:30])=[CH:27][C:28]=3[CH3:29])=[O:19])[C:7]3[C:12]([CH3:13])=[N:11][N:10]([C:14]([CH3:16])([CH3:17])[CH3:15])[C:8]=3[N:9]=2)[CH2:2][CH2:3]1. Procedure: The title compound was prepared in the same manner as described for intermediate 56 using 6-cyclopropyl-1-(1,1-dimethylethyl)-3-methyl-1H-pyrazolo[3,4-b]pyridine-4-carboxylic acid (210 mg, 0.768 mmol), 3-(aminomethyl)-4,6-dimethyl-2(1H)-pyridinone (158 mg, 1.037 mmol), 1-hydroxy-7-azabenzotriazole (209 mg, 1.537 mmol), EDC (295 mg, 1.537 mmol), N-methylmorpholine (0.338 mL, 3.07 mmol), and DMSO (10 mL). The final product was collected as 0.280 g (89%). LCMS E-S (M+H)=408.2. 1H NMR (400 MHz, DMSO... Starting materials: C(C1=CC=CC=C1)NC1=C(C=C(C=C1)OCC#C)C(=O)C1=CC=C(C=C1)C1CC1 ((2-benzylamino-5-propargyloxyphenyl)-(4-cyclopropyl-phenyl)-methanone), [O-]C#N.[Na+] (sodium cyanate). Solvent: C(C)(=O)O (acetic acid), O (water), C(C)(=O)OCC (ethyl acetate). Yields the product C(C1=CC=CC=C1)N1C(N=C(C2=CC(=CC=C12)OCC#C)C1=CC=C(C=C1)C1CC1)=O (1-Benzyl-4-(4-cyclopropyl-phenyl)-6-propargyloxy-1H-quinazolin-2-one). RXN SMILES: [CH2:1]([NH:8][C:9]1[CH:14]=[CH:13][C:12]([O:15][CH2:16][C:17]#[CH:18])=[CH:11][C:10]=1[C:19]([C:21]1[CH:26]=[CH:25][C:24]([CH:27]2[CH2:29][CH2:28]2)=[CH:23][CH:22]=1)=O)[C:2]1[CH:7]=[CH:6][CH:5]=[CH:4][CH:3]=1.[O-:30][C:31]#[N:32].[Na+]>C(O)(=O)C.O.C(OCC)(=O)C>[CH2:1]([N:8]1[C:9]2[C:10](=[CH:11][C:12]([O:15][CH2:16][C:17]#[CH:18])=[CH:13][CH:14]=2)[C:19]([C:21]2[CH:26]=[CH:25][C:24]([CH:27]3[CH2:29][CH2:28]3)=[CH:23][CH:22]=2)=[N:32][C:31]1=[O:30])[C:2]1[CH:7]=[CH:6][CH:5]=[CH:4][CH:3]=1 |f:1.2|. Reported procedure: A solution of 460 mg (1.21 mmol) of (2-benzylamino-5-propargyloxyphenyl)-(4-cyclopropyl-phenyl)-methanone (step E) and 118 mg (1.81 mmol) sodium cyanate in 20 ml glacial acetic acid is stirred at rt for 8 h. Then the mixture is diluted with water and ethyl acetate. The layers are separated and the organic phase is washed with water and bicarbonate solution. Chromatography (dichloromethane/MeOH) of the crude product affords a yellow foam. m.p. 112-113° C.